From a dataset of the Open Reaction Database (ORD), a public repository of structured organic reaction records. describe an organic reaction: reactants, conditions, products, and yield Reactants: O (Water), C1(=CC=CC=C1)N1N=CC2=C1NC(C=1C=CC=CC21)=O (3,4-dihydro-3-phenyl-5H-pyrazolo[3,4-c]isoquinolin-5-one), Cl.ClCC=1N(N=CN1)C (3-chloromethyl-2-methyl-2H-[1,2,4]triazole hydrochloride), C([O-])([O-])=O.[Cs+].[Cs+] (cesium carbonate). Run in CN(C)C=O (DMF). Run at temperature 60 celsius, time 3 hour. The product is CN1N=CN=C1COC1=NC2=C(C=3C=CC=CC13)C=NN2C2=CC=CC=C2 (5-(2-Methyl-2H-[1,2,4]triazol-3-ylmethoxy)-3-phenyl-3H-pyrazolo[3,4-c]isoquinoline). Isolated yield 73.8%. As a reaction SMILES: [C:1]1([N:7]2[C:11]3[NH:12][C:13](=[O:20])[C:14]4[CH:15]=[CH:16][CH:17]=[CH:18][C:19]=4[C:10]=3[CH:9]=[N:8]2)[CH:6]=[CH:5][CH:4]=[CH:3][CH:2]=1.Cl.Cl[CH2:23][C:24]1[N:25]([CH3:29])[N:26]=[CH:27][N:28]=1.C(=O)([O-])[O-].[Cs+].[Cs+].O>CN(C=O)C>[CH3:29][N:25]1[C:24]([CH2:23][O:20][C:13]2[C:14]3[CH:15]=[CH:16][CH:17]=[CH:18][C:19]=3[C:10]3[CH:9]=[N:8][N:7]([C:1]4[CH:2]=[CH:3][CH:4]=[CH:5][CH:6]=4)[C:11]=3[N:12]=2)=[N:28][CH:27]=[N:26]1 |f:1.2,3.4.5|. Reported procedure: A mixture of 3,4-dihydro-3-phenyl-5H-pyrazolo[3,4-c]isoquinolin-5-one (0.10 g, 0.38 mmol), 3-chloromethyl-2-methyl-2H-[1,2,4]triazole hydrochloride (0.10 g, 0.57 mmol) and cesium carbonate (0.37 g, 1.14 mmol) in dry DMF (2 ml) was stirred at 60° C. under nitrogen for 3 h. Water (30 ml) was added and the mixture was filtered. The solids were washed with diethyl ether (5 ml) and dried in vacuo to give the title compound (0.10 g, 74%) as an off-white powder, m.p. 149-151° C. Found: C, 66.19; H, 4.4... Reactants: COC(=O)C(C(=O)OC)c1cc(OC)ccc1[N+](=O)[O-], CO. The product is COC(=O)C1C(=O)Nc2ccc(OC)cc21. Reaction SMILES: [CH3:1][O:2][C:3]([CH:4]([C:5](=[O:6])[O:18][CH3:19])[c:9]1[c:10]([N+:17]([O-:7])=[O:8])[cH:11][cH:12][c:13]([O:15][CH3:16])[cH:14]1)=[O:20].[CH3:21][OH:22]>>[CH3:1][O:2][C:3]([CH:4]1[C:5](=[O:6])[NH:17][c:10]2[c:9]1[cH:14][c:13]([O:15][CH3:16])[cH:12][cH:11]2)=[O:20].